Dataset: the Open Reaction Database (ORD), a public repository of structured organic reaction records. Task: describe an organic reaction: reactants, conditions, products, and yield Procedure details: To a solution of tert-butyl (2,4-dimethoxyphenyl)carbamate (7.09 g) and tetramethylenediamine (12.7 mL) in THF (70 mL) was added 1.6 M n-butyllithium hexane solution (52.5 mL) at −78° C., and the mixture was stirred at the same temperature for 20 min, and then at room temperature for 45 min. To the reaction mixture was added a solution of N-fluoro-N-(phenylsulfonyl)benzenesulfonamide (12.8 g) in THF (30 mL) at −78° C., and the mixture was allowed to warm to room temperature, and stirred overnigh... Reaction SMILES: [CH3:1][O:2][C:3]1[CH:8]=[C:7]([O:9][CH3:10])[CH:6]=[CH:5][C:4]=1[NH:11][C:12](=[O:18])[O:13][C:14]([CH3:17])([CH3:16])[CH3:15].NCCCCN.CCCCCC.C([Li])CCC.[F:36]N(S(C1C=CC=CC=1)(=O)=O)S(C1C=CC=CC=1)(=O)=O.[Cl-].[NH4+]>C1COCC1>[F:36][C:5]1[CH:6]=[C:7]([O:9][CH3:10])[CH:8]=[C:3]([O:2][CH3:1])[C:4]=1[NH:11][C:12](=[O:18])[O:13][C:14]([CH3:15])([CH3:17])[CH3:16] |f:2.3,5.6|. Reactants: FN(S(=O)(=O)C1=CC=CC=C1)S(=O)(=O)C1=CC=CC=C1 (N-fluoro-N-(phenylsulfonyl)benzenesulfonamide), [Cl-].[NH4+] (ammonium chloride), COC1=C(C=CC(=C1)OC)NC(OC(C)(C)C)=O (tert-butyl (2,4-dimethoxyphenyl)carbamate), NCCCCN (tetramethylenediamine), CCCCCC.C(CCC)[Li] (n-butyllithium hexane). Isolated yield 38.2%. Yields the product FC1=C(C(=CC(=C1)OC)OC)NC(OC(C)(C)C)=O (tert-butyl (2-fluoro-4,6-dimethoxyphenyl)carbamate). Run in C1CCOC1 (THF), C1CCOC1 (THF). Reaction conditions: time 20 minute. Product: COc1ccc(C2(C)COCC(CN)N2)cc1. Starting materials: [Al+3], COc1ccc(C2(C)COCC(C#N)N2)cc1, [H-], [H-], [H-], [H-], [Li+], C1CCOC1. RXN SMILES: [Al+3:19].[CH3:1][O:2][c:3]1[cH:4][cH:5][c:6]([C:9]2([CH3:17])[NH:10][CH:11]([C:15]#[N:16])[CH2:12][O:13][CH2:14]2)[cH:7][cH:8]1.[H-:18].[H-:21].[H-:22].[H-:23].[Li+:20].[O:24]1[CH2:25][CH2:26][CH2:27][CH2:28]1>>[CH3:1][O:2][c:3]1[cH:4][cH:5][c:6]([C:9]2([CH3:17])[NH:10][CH:11]([CH2:15][NH2:16])[CH2:12][O:13][CH2:14]2)[cH:7][cH:8]1. The reactants are CS(=O)(=O)Nc1ccc(NC(=O)CN2CCC(Cc3ccccc3)CC2)cc1, CCOCC, Cc1ccc(N(C)C2CCNCC2)cc1. Yields the product Cc1ccc(N(C)C2CCN(CC(=O)Nc3ccc(NS(C)(=O)=O)cc3)CC2)cc1. Reaction SMILES: [CH2:1]([c:2]1[cH:3][cH:4][cH:5][cH:6][cH:7]1)[CH:8]1[CH2:9][CH2:10][N:11]([CH2:14][C:15](=[O:16])[NH:17][c:18]2[cH:19][cH:20][c:21]([NH:24][S:25](=[O:26])(=[O:27])[CH3:28])[cH:22][cH:23]2)[CH2:12][CH2:13]1.[CH2:44]([O:45][CH2:46][CH3:47])[CH3:48].[CH3:29][N:30]([CH:31]1[CH2:32][CH2:33][NH:34][CH2:35][CH2:36]1)[c:37]1[cH:38][cH:39][c:40]([CH3:43])[cH:41][cH:42]1>>[CH:8]1([N:30]([CH3:29])[c:37]2[cH:38][cH:39][c:40]([CH3:43])[cH:41][cH:42]2)[CH2:9][CH2:10][N:11]([CH2:14][C:15](=[O:16])[NH:17][c:18]2[cH:19][cH:20][c:21]([NH:24][S:25](=[O:26])(=[O:27])[CH3:28])[cH:22][cH:23]2)[CH2:12][CH2:13]1. Starting materials: C([O-])(O)=O.[Na+] (sodium bicarbonate), COC=1C=C2C=CC(=CC2=CC1)[C@@H](C(=O)OCCS(=O)CCO)C (2-((2-hydroxyethyl)sulfinyl)ethyl(2S)-2-(6-methoxy(2-naphthyl))propanoate), C(C)(=O)OC(C)=O (acetic anhydride), [N+](=O)(O)[O-] (nitric acid), product. Run in C(C)(=O)OCC (ethyl acetate), C(C)(=O)OCC (ethyl acetate). Yields the product COC=1C=C2C=CC(=CC2=CC1)[C@@H](C(=O)OCC)C (ethyl(2S)-2-(6-methoxy(2-naphthyl))propanoate). Yield: 22.0%. Reaction SMILES: C(OC(=O)C)(=O)C.[N+]([O-])(O)=O.C(=O)(O)[O-].[Na+].[CH3:17][O:18][C:19]1[CH:20]=[C:21]2[C:26](=[CH:27][CH:28]=1)[CH:25]=[C:24]([C@H:29]([CH3:40])[C:30]([O:32][CH2:33][CH2:34]S(CCO)=O)=[O:31])[CH:23]=[CH:22]2>C(OCC)(=O)C>[CH3:17][O:18][C:19]1[CH:20]=[C:21]2[C:26](=[CH:27][CH:28]=1)[CH:25]=[C:24]([C@H:29]([CH3:40])[C:30]([O:32][CH2:33][CH3:34])=[O:31])[CH:23]=[CH:22]2 |f:2.3|. Procedure details: To acetic anhydride (9.1 mL, 98.1 mmol) at 0° C. was added fuming nitric acid (90%, 2.86 mL, 61.3 mmol) with stirring. After addition was complete, the mixture was stirred at 0° C. for 5 minutes, then added drop-wise to a solution of the product of Example 1a (4.10 g, 12.3 mmol) in ethyl acetate (20 mL) at 0° C. The reaction mixture was stirred at 0° C. for 10 minutes, then poured into a pre-cooled (0° C.) mixture of 25 mL of ethyl acetate and 50 mL of sodium bicarbonate. The mixture was stirred... The reactants are IC1=C(N=C2N(C1=O)C=CS2)\C=C\C2=C(C(=CC=C2)OC)OCC(C)C (6-Iodo-7-[(E)-2-(2-isobutoxy-3-methoxyphenyl)vinyl]-5H-[1,3]thiazolo-[3,2-a]pyrimidin-5-one), 4-N,N-dimethylaminophenylboronic acid, Pd[(C6H5)3P]4, C([O-])([O-])=O.[Na+].[Na+] (sodium carbonate), C(C)O (ethanol), O (water). Run in C1(=CC=CC=C1)C (toluene). Yields the product CN(C1=CC=C(C=C1)C1=C(N=C2N(C1=O)C=CS2)\C=C\C2=C(C(=CC=C2)OC)OCC(C)C)C (6-(4-Dimethylaminophenyl)-7-[(E)-2-(2-isobutoxy-3-methoxyphenyl)-1-ethenyl]-5H-[1,3]thiazolo[3,2-a]pyrimidin-5-one). RXN SMILES: I[C:2]1[C:7](=[O:8])[N:6]2[CH:9]=[CH:10][S:11][C:5]2=[N:4][C:3]=1/[CH:12]=[CH:13]/[C:14]1[CH:19]=[CH:18][CH:17]=[C:16]([O:20][CH3:21])[C:15]=1[O:22][CH2:23][CH:24]([CH3:26])[CH3:25].C(=O)([O-])[O-].[Na+].[Na+].[CH2:33](O)[CH3:34].O>C1(C)C=CC=CC=1>[CH3:3][N:4]([CH3:5])[C:34]1[CH:33]=[CH:15][C:14]([C:2]2[C:7](=[O:8])[N:6]3[CH:9]=[CH:10][S:11][C:5]3=[N:4][C:3]=2/[CH:12]=[CH:13]/[C:14]2[CH:19]=[CH:18][CH:17]=[C:16]([O:20][CH3:21])[C:15]=2[O:22][CH2:23][CH:24]([CH3:26])[CH3:25])=[CH:13][CH:12]=1 |f:1.2.3|. Reported procedure: The title compound was prepared from Intermediate 7 (100 mg, 0.207 mmol), 4-N,N-dimethylaminophenylboronic acid (47 mg, 0.290 mmol), Pd[(C6H5)3P]4 (10 mg, 0.009 mmol) and sodium carbonate (131 mg, 1.244 mmol) in a mixture of toluene, ethanol and water according to the procedure outlined in Example 1 to afford a crude product which was purified by silica gel column chromatography using 10% ethyl acetate in chloroform to give 75 mg of the product; 1H NMR (300 MHz, DMSO-d6) δ 0.98 (d, J=6.9 Hz, 6H)... Reactants: NC1=C(C(=NC=N1)N[C@@H](C)C1=NN2C(C(N1C1=CC=CC=C1)=O)=C(C=C2)C)Br ((S)-2-(1-((6-Amino-5-bromopyrimidin-4-yl)amino)ethyl)-5-methyl-3-phenylpyrrolo[2,1-f][1,2,4]triazin-4(3H)-one), COC1=CC=C(C=C1)S(=O)(=O)NC1=CC(=CC=C1)B1OC(C(O1)(C)C)(C)C (4-methoxy-N-(3-(4,4,5,5-tetramethyl-1,3,2-dioxaborolan-2-yl)phenyl)benzenesulfonamide), C([O-])([O-])=O.[Na+].[Na+] (sodium carbonate). Reagents/catalysts: C1(=CC=CC=C1)P(C1=CC=CC=C1)(C1=CC=CC=C1)[Pd-4](P(C1=CC=CC=C1)(C1=CC=CC=C1)C1=CC=CC=C1)(P(C1=CC=CC=C1)(C1=CC=CC=C1)C1=CC=CC=C1)P(C1=CC=CC=C1)(C1=CC=CC=C1)C1=CC=CC=C1 (tetrakis(triphenylphosphino)palladium(0)). The product is NC1=NC=NC(=C1C=1C=C(C=CC1)NS(=O)(=O)C1=CC=C(C=C1)OC)N[C@@H](C)C1=NN2C(C(N1C1=CC=CC=C1)=O)=C(C=C2)C ((S)—N-(3-(4-amino-6-((1-(5-methyl-4-oxo-3-phenyl-3,4-dihydropyrrolo[2,1-f][1,2,4]triazin-2-yl)ethyl)amino)pyrimidin-5-yl)phenyl)-4-methoxybenzenesulfonamide). Isolated yield 47.5%. RXN SMILES: [NH2:1][C:2]1[N:7]=[CH:6][N:5]=[C:4]([NH:8][C@H:9]([C:11]2[N:16]([C:17]3[CH:22]=[CH:21][CH:20]=[CH:19][CH:18]=3)[C:15](=[O:23])[C:14]3=[C:24]([CH3:27])[CH:25]=[CH:26][N:13]3[N:12]=2)[CH3:10])[C:3]=1Br.[CH3:29][O:30][C:31]1[CH:36]=[CH:35][C:34]([S:37]([NH:40][C:41]2[CH:46]=[CH:45][CH:44]=[C:43](B3OC(C)(C)C(C)(C)O3)[CH:42]=2)(=[O:39])=[O:38])=[CH:33][CH:32]=1.C(=O)([O-])[O-].[Na+].[Na+]>C1(P([Pd-4](P(C2C=CC=CC=2)(C2C=CC=CC=2)C2C=CC=CC=2)(P(C2C=CC=CC=2)(C2C=CC=CC=2)C2C=CC=CC=2)P(C2C=CC=CC=2)(C2C=CC=CC=2)C2C=CC=CC=2)(C2C=CC=CC=2)C2C=CC=CC=2)C=CC=CC=1>[NH2:1][C:2]1[C:3]([C:43]2[CH:42]=[C:41]([NH:40][S:37]([C:34]3[CH:35]=[CH:36][C:31]([O:30][CH3:29])=[CH:32][CH:33]=3)(=[O:39])=[O:38])[CH:46]=[CH:45][CH:44]=2)=[C:4]([NH:8][C@H:9]([C:11]2[N:16]([C:17]3[CH:22]=[CH:21][CH:20]=[CH:19][CH:18]=3)[C:15](=[O:23])[C:14]3=[C:24]([CH3:27])[CH:25]=[CH:26][N:13]3[N:12]=2)[CH3:10])[N:5]=[CH:6][N:7]=1 |f:2.3.4|. Procedure details: (S)-2-(1-((6-Amino-5-bromopyrimidin-4-yl)amino)ethyl)-5-methyl-3-phenylpyrrolo[2,1-f][1,2,4]triazin-4(3H)-one (215 mg, 0.49 mmol) was treated with 4-methoxy-N-(3-(4,4,5,5-tetramethyl-1,3,2-dioxaborolan-2-yl)phenyl)benzenesulfonamide (291 mg, 0.75 mmol), sodium carbonate (159 mg, 3.08 mmol) and tetrakis(triphenylphosphino)palladium(0) (29 mg, 0.03 mmol) according to the method described in Example 3 to give 145 mg (48% yield) of the title compound as a solid. Purity 100%. Starting materials: [OH-].[Na+] (sodium hydroxide), C(C)(=O)OC(C)=O (acetic anhydride), C(=O)O (formic acid), C(C)NC1=C(C=CC=C1)C(C)=O (2'-(Ethylamino)-acetophenone). Solvent: O (water). Conditions: time 4 hour. Product: C(C)(=O)C1=C(N(C=O)CC)C=CC=C1 (2'-acetyl-N-ethylformanilide). As a reaction SMILES: C(OC(=O)C)(=O)C.[CH:8]([OH:10])=O.[CH2:11]([NH:13][C:14]1[CH:19]=[CH:18][CH:17]=[CH:16][C:15]=1[C:20](=[O:22])[CH3:21])[CH3:12].[OH-].[Na+]>O>[C:20]([C:15]1[CH:16]=[CH:17][CH:18]=[CH:19][C:14]=1[N:13]([CH2:11][CH3:12])[CH:8]=[O:10])(=[O:22])[CH3:21] |f:3.4|. Reported procedure: A mixture of acetic anhydride (23 ml) and formic acid (15.5 ml) was stirred at 50° for 4 hours and then cooled to 0° in an ice/salt bath. 2'-(Ethylamino)-acetophenone (20.5 g) was added in small portions over 15 minutes and the mixture allowed to stand at room temperature for 1 hour. The mixture was cooled to 0° and water (100 ml) followed by aqueous sodium hydroxide (specific gravity 1.5, 10 ml) was added dropwise whilst maintaining the temperature below 10°. The resultant mixture was extracted...